From a dataset of the Open Reaction Database (ORD), a public repository of structured organic reaction records. describe an organic reaction: reactants, conditions, products, and yield The reactants are CCCCn1c(=O)c2[nH]cnc2n(CCCC)c1=O, O=C1CCC(=O)N1I, CN(C)C=O. The product is CCCCn1c(=O)c2[nH]c(I)nc2n(CCCC)c1=O. Reaction SMILES: [CH2:1]([CH2:2][CH2:3][CH3:4])[n:5]1[c:6](=[O:7])[n:8]([CH2:16][CH2:17][CH2:18][CH3:19])[c:9]2[n:10][cH:11][nH:12][c:13]2[c:14]1=[O:15].[O:20]=[C:21]1[N:22]([I:27])[C:23](=[O:24])[CH2:25][CH2:26]1.[O:28]=[CH:29][N:30]([CH3:31])[CH3:32]>>[CH2:1]([CH2:2][CH2:3][CH3:4])[n:5]1[c:6](=[O:7])[n:8]([CH2:16][CH2:17][CH2:18][CH3:19])[c:9]2[n:10][c:11]([I:27])[nH:12][c:13]2[c:14]1=[O:15]. Starting materials: CO, C[Si](C)(C)CCOCn1ccc2c(-c3cnn(C(CC#N)C4CCC(C=O)C4)c3)ncnc21. Product: C[Si](C)(C)CCOCn1ccc2c(-c3cnn(C(CC#N)C4CCC(CO)C4)c3)ncnc21. As a reaction SMILES: [CH3:34][OH:35].[CH:1](=[O:2])[CH:3]1[CH2:4][CH:5]([CH:8]([CH2:9][C:10]#[N:11])[n:12]2[n:13][cH:14][c:15](-[c:17]3[c:18]4[c:19]([n:20][cH:21][n:22]3)[n:23]([CH2:26][O:27][CH2:28][CH2:29][Si:30]([CH3:31])([CH3:32])[CH3:33])[cH:24][cH:25]4)[cH:16]2)[CH2:6][CH2:7]1>>[CH2:1]([OH:2])[CH:3]1[CH2:4][CH:5]([CH:8]([CH2:9][C:10]#[N:11])[n:12]2[n:13][cH:14][c:15](-[c:17]3[c:18]4[c:19]([n:20][cH:21][n:22]3)[n:23]([CH2:26][O:27][CH2:28][CH2:29][Si:30]([CH3:31])([CH3:32])[CH3:33])[cH:24][cH:25]4)[cH:16]2)[CH2:6][CH2:7]1.